This data is from the Open Reaction Database (ORD), a public repository of structured organic reaction records. The task is: describe an organic reaction: reactants, conditions, products, and yield Reactants: COC(CC1NC(C(NC1=O)CC1=CC=CC=C1)=O)=O (5-benzyl-3,6-dioxo-2-piperazine acetic acid methyl ester), C(=O)N[C@H]1CC(=O)OC1=O (N-formyl-L-aspartic acid anhydride), N[C@@H](CC1=CC=CC=C1)C(=O)O (L-phenylalanine). The product is C(=O)N[C@@H](CC(O)=O)C(=O)N[C@@H](CC1=CC=CC=C1)C(=O)O (N-formyl-α-L-aspartyl-L-phenylalanine). RXN SMILES: COC(=O)CC1C(=O)NC(CC2C=CC=CC=2)C(=O)N1.[CH:21]([NH:23][C@@H:24]1[C:29](=[O:30])[O:28][C:26](=[O:27])[CH2:25]1)=[O:22].[NH2:31][C@H:32]([C:40]([OH:42])=[O:41])[CH2:33][C:34]1[CH:39]=[CH:38][CH:37]=[CH:36][CH:35]=1>>[CH:21]([NH:23][C@H:24]([C:29]([NH:31][C@H:32]([C:40]([OH:42])=[O:41])[CH2:33][C:34]1[CH:39]=[CH:38][CH:37]=[CH:36][CH:35]=1)=[O:30])[CH2:25][C:26](=[O:27])[OH:28])=[O:22]. Reported procedure: 5-benzyl-3,6-dioxo-2-piperazine acetic acid methyl ester can be prepared by condensating N-formyl-L-aspartic acid anhydride with L-phenylalanine to form N-formyl-α-L-aspartyl-L-phenylalanine, de-formylating and diesterifying the N-formyl-α-L-aspartyl-L-phenylalanine in methanol in the presence of an acid to produce α-L-aspartyl-L-phenylalanine dimethyl ester, and treating said diester, for example, in a mixed solvent of water and methanol under neutral or weakly alkaline conditions; Reactants: O (Water), FC=1C=C(C(=CC1)C1=C(C=CC=C1F)F)C#N (4,2′,6′-trifluorobiphenyl-2-carbonitrile), BrN1C(=O)N(C(=O)C1(C)C)Br (1,3-dibromo-5,5-dimethylhydantoin), S(O)(O)(=O)=O (sulfuric acid). Solvent: C(C)#N (acetonitrile). Run at temperature 70 celsius, time 7 hour. Product: BrC=1C(=C(C(=CC1)F)C=1C(=CC(=CC1)F)C#N)F (3′-bromo-4,2′,6′-trifluorobiphenyl-2-carbonitrile). Isolated yield 171.1%. RXN SMILES: [F:1][C:2]1[CH:3]=[C:4]([C:16]#[N:17])[C:5]([C:8]2[C:13]([F:14])=[CH:12][CH:11]=[CH:10][C:9]=2[F:15])=[CH:6][CH:7]=1.[Br:18]N1C(C)(C)C(=O)N(Br)C1=O.S(=O)(=O)(O)O.O>C(#N)C>[Br:18][C:12]1[C:13]([F:14])=[C:8]([C:5]2[C:4]([C:16]#[N:17])=[CH:3][C:2]([F:1])=[CH:7][CH:6]=2)[C:9]([F:15])=[CH:10][CH:11]=1. Procedure details: To a slurry of 4,2′,6′-trifluorobiphenyl-2-carbonitrile (5.0 g, 21.4 mmol) and 1,3-dibromo-5,5-dimethylhydantoin (3.37 g, 11.8 mmol) in acetonitrile (45 ml) was added concentrated sulfuric acid (3.15 g, 32.2 mmol). The slurry was warmed to 70° C. and the resulting solution stirred for 7 h then aged at ambient temperature for 18 h. Water (45 ml) was added dropwise to the solution over 15 min. The layers were allowed to settle and the product rapidly crystallised. The slurry was left to stir for 0... Starting materials: Cl.ClC1=C(C=C2C(=NC=NC2=C1)NC1=CC(=CC=C1)C#C)[N+](=O)[O-] ((7-Chloro-6-nitro-quinazolin-4-yl)-(3-ethynyl-phenyl)-amine hydrochloride), S(=O)([O-])S(=O)[O-].[Na+].[Na+] (sodium dithionite), CO (methanol). Solvent: C(=O)O (formic acid). Run at time 16 hour. Product: Cl.NC=1C=C2C(=NC=NC2=CC1Cl)NC1=CC(=CC=C1)C#C ((6-Amino-7-chloro-quinazolin-4-yl)-(3-ethynyl-phenyl)-amine Hydrochloride). Reaction SMILES: Cl.[Cl:2][C:3]1[CH:12]=[C:11]2[C:6]([C:7]([NH:13][C:14]3[CH:19]=[CH:18][CH:17]=[C:16]([C:20]#[CH:21])[CH:15]=3)=[N:8][CH:9]=[N:10]2)=[CH:5][C:4]=1[N+:22]([O-])=O.S(S([O-])=O)([O-])=O.[Na+].[Na+].CO>C(O)=O>[ClH:2].[NH2:22][C:4]1[CH:5]=[C:6]2[C:11](=[CH:12][C:3]=1[Cl:2])[N:10]=[CH:9][N:8]=[C:7]2[NH:13][C:14]1[CH:19]=[CH:18][CH:17]=[C:16]([C:20]#[CH:21])[CH:15]=1 |f:0.1,2.3.4,7.8|. Reported procedure: (7-Chloro-6-nitro-quinazolin-4-yl)-(3-ethynyl-phenyl)-amine hydrochloride (166 mg, 0.295 mmol) and sodium dithionite (207 mg, 1.19 mmol) were stirred in 1.5 mL of formic acid for 4 hours at room temperature. 45 mL of methanol were added to the reaction mixture which was set aside for 16 hours at room temperature. The precipitate thus obtained was filtered, triturated with 3% sodium bicarbonate for 0.5 hours and refiltered. The solid was dissolved in 20 mL of 1N HCl in methanol and precipitated w... The reactants are CC(C)(C)OC(=O)NC1CCC(O)CC1, ClCCl, O=[Cr](=O)([O-])Cl, c1cc[nH+]cc1. Product: CC(C)(C)OC(=O)NC1CCC(=O)CC1. As a reaction SMILES: [C:1]([CH3:2])([CH3:3])([CH3:4])[O:5][C:6]([NH:7][CH:8]1[CH2:9][CH2:10][CH:11]([OH:14])[CH2:12][CH2:13]1)=[O:15].[Cl:27][CH2:28][Cl:29].[O:16]=[Cr:17]([Cl:18])([O-:19])=[O:20].[nH+:21]1[cH:22][cH:23][cH:24][cH:25][cH:26]1>>[C:1]([CH3:2])([CH3:3])([CH3:4])[O:5][C:6]([NH:7][CH:8]1[CH2:9][CH2:10][C:11](=[O:14])[CH2:12][CH2:13]1)=[O:15].